From a dataset of the Open Reaction Database (ORD), a public repository of structured organic reaction records. describe an organic reaction: reactants, conditions, products, and yield Reactants: [OH-].[K+] (potassium hydroxide), C1(=CC=CC=C1)O (phenol), O (water), C(C)(C)N=NC1(CCCCC1)Cl (1-isopropylazo-1-chlorocyclohexane). The solvent is CO (methanol). Conditions: temperature 20 celsius, time 15 minute. The product is C(C)(C)N=NC1(CCCCC1)OC1=CC=CC=C1 (1-Isopropylazo-1-phenoxycyclohexane). As a reaction SMILES: [OH-].[K+].[C:3]1([OH:9])[CH:8]=[CH:7][CH:6]=[CH:5][CH:4]=1.[CH:10]([N:13]=[N:14][C:15]1(Cl)[CH2:20][CH2:19][CH2:18][CH2:17][CH2:16]1)([CH3:12])[CH3:11].O>CO>[CH:10]([N:13]=[N:14][C:15]1([O:9][C:3]2[CH:8]=[CH:7][CH:6]=[CH:5][CH:4]=2)[CH2:20][CH2:19][CH2:18][CH2:17][CH2:16]1)([CH3:12])[CH3:11] |f:0.1|. Procedure details: To a stirred solution of 5.95 grams (.09 moles) of 85% potassium hydroxide in 50 mls of methanol in a 125 ml erlenmeyer flask was added 8.46 grams (.09 moles) of phenol and the solution stirred for 15 minutes. The solution was cooled to 20° C and 15.0 grams (.08 moles) of 1-isopropylazo-1-chlorocyclohexane (from Example 3-2) was added dropwise over 5 minutes and the reaction mixture stirred an additional hour at 20°-25° C. The reaction mixture was poured into 300 mls water and the product extrac... Starting materials: CC(=O)SCC(=O)N1CC(Cc2ccccc2)=CC1C(=O)O, N. The product is O=C(O)C1C=C(Cc2ccccc2)CN1C(=O)CS. RXN SMILES: [C:1](=[O:2])([CH3:3])[S:4][CH2:5][C:6](=[O:7])[N:8]1[CH:9]([C:20](=[O:21])[OH:22])[CH:10]=[C:11]([CH2:13][c:14]2[cH:15][cH:16][cH:17][cH:18][cH:19]2)[CH2:12]1.[NH3:23]>>[SH:4][CH2:5][C:6](=[O:7])[N:8]1[CH:9]([C:20](=[O:21])[OH:22])[CH:10]=[C:11]([CH2:13][c:14]2[cH:15][cH:16][cH:17][cH:18][cH:19]2)[CH2:12]1. Reactants: C(C)(C)(C)OC(=O)N(C1=NC=C(C=C1C1=NN=C(O1)C1=CC=C(C=C1)CN(C(OC(C)(C)C)=O)C)C1=NC=C(C=C1)S(=O)(=O)C(C)C)C(=O)OC(C)(C)C (tert-Butyl N-[[4-[5-[2-[bis(tert-butoxycarbonyl)amino]-5-(5-isopropylsulfonyl-2-pyridyl)-3-pyridyl]-1,3,4-oxadiazol-2-yl]phenyl]methyl]-N-methyl-carbamate), C(=O)(C(F)(F)F)O (TFA). Run in C(Cl)Cl (DCM). Conditions: time 15 hour. The product is C(C)(C)S(=O)(=O)C=1C=CC(=NC1)C=1C=C(C(=NC1)N)C=1OC(=NN1)C1=CC=C(C=C1)CNC (5-(5-Isopropylsulfonyl-2-pyridyl)-3-[5-[4-(methylaminomethyl)phenyl]-1,3,4-oxadiazol-2-yl]pyridin-2-amine). Isolated yield 16.0%. RXN SMILES: C(OC([N:8](C(OC(C)(C)C)=O)[C:9]1[C:14]([C:15]2[O:19][C:18]([C:20]3[CH:25]=[CH:24][C:23]([CH2:26][N:27](C)[C:28](=O)OC(C)(C)C)=[CH:22][CH:21]=3)=[N:17][N:16]=2)=[CH:13][C:12]([C:36]2[CH:41]=[CH:40][C:39]([S:42]([CH:45]([CH3:47])[CH3:46])(=[O:44])=[O:43])=[CH:38][N:37]=2)=[CH:11][N:10]=1)=O)(C)(C)C.C(O)(C(F)(F)F)=O>C(Cl)Cl>[CH:45]([S:42]([C:39]1[CH:40]=[CH:41][C:36]([C:12]2[CH:13]=[C:14]([C:15]3[O:19][C:18]([C:20]4[CH:21]=[CH:22][C:23]([CH2:26][NH:27][CH3:28])=[CH:24][CH:25]=4)=[N:17][N:16]=3)[C:9]([NH2:8])=[N:10][CH:11]=2)=[N:37][CH:38]=1)(=[O:43])=[O:44])([CH3:47])[CH3:46]. Procedure: The residue from Method F Step 2 was dissolved in DCM (10 mL) and TFA (2 mL, 25.96 mmol) was added. The reaction was stirred at ambient temperature for 15 hours. The solvent was removed in vacuo and the residue azeotroped with DCM (×2) and ether (×2). The material was purified by reverse phase preparative HPLC [Waters Sunfire C18, 10 μM, 100 Å column, gradient 10%-95% B (solvent A: 0.05% TFA in water; solvent B: CH3CN) over 16 minutes at 25 mL/min]. The fractions were collected, passed through a... Starting materials: C(C)(C)[N-]C(C)C.[Li+] (lithium diisopropylamide), solution, C(C)(=O)OCC (ethyl acetate), CI (methyl iodide), C(#N)C=1C(=NC(=CC1)C)N=CN(C)C (N′-(3-Cyano-6-methyl-pyridin-2-yl)-N,N-dimethyl-formamidine). The solvent is C1(=CC=CC=C1)C.CCCCCC.CCCCCCC (toluene hexane heptane), O1CCCC1 (tetrahydrofuran). Conditions: temperature -78 celsius, time 1 hour. The product is C(#N)C=1C(=NC(=CC1)CC)N=CN(C)C (N′-(3-Cyano-6-ethyl-pyridin-2-yl)-N,N-dimethyl-formamidine). Isolated yield 86.0%. Reaction SMILES: [C:1]([C:3]1[C:4]([N:10]=[CH:11][N:12]([CH3:14])[CH3:13])=[N:5][C:6]([CH3:9])=[CH:7][CH:8]=1)#[N:2].[CH:15]([N-]C(C)C)(C)C.[Li+].CI.C(OCC)(=O)C>O1CCCC1.C1(C)C=CC=CC=1.CCCCCC.CCCCCCC>[C:1]([C:3]1[C:4]([N:10]=[CH:11][N:12]([CH3:13])[CH3:14])=[N:5][C:6]([CH2:9][CH3:15])=[CH:7][CH:8]=1)#[N:2] |f:1.2,6.7.8|. Reported procedure: A solution of the product from Example 9B (0.942 g, 5.0 mmol) in anhydrous tetrahydrofuran (50 mL) was cooled to −78° C. under a nitrogen atmosphere. To this solution was added slowly dropwise a solution of lithium diisopropylamide (3.0 mL of a 2.0 M solution in toluene/hexane/heptane, 6.0 mmol, 1.2 eq). After the addition was complete the reaction mixture was stirred at −78° C. for 1 h, and then methyl iodide (1.42 g, 10.0 mmol, 2.0 eq) was added dropwise. The reaction mixture was stirred for a... The reactants are Cl (hydrogen chloride), P(Cl)(Cl)Cl (phosphorus trichloride), C1CO1 (ethylene oxide), ClCCP(OCCCl)(=O)OCCCl (bis(2-chloroethyl) 2-chloroethanephosphonate). Yields the product P(OCCCl)(OCCCl)OCCCl (Tris-(2-chloroethyl) phosphite), C(=C)P(=O)(Cl)Cl (vinylphosphonic acid dichloride). Reaction SMILES: [P:1]([Cl:4])(Cl)[Cl:2].[CH2:5]1[O:7][CH2:6]1.Cl[CH2:9][CH2:10][P:11]([O:17][CH2:18][CH2:19][Cl:20])(=O)[O:12][CH2:13][CH2:14][Cl:15].[ClH:21]>>[P:11]([O:7][CH2:5][CH2:6][Cl:21])([O:17][CH2:18][CH2:19][Cl:20])[O:12][CH2:13][CH2:14][Cl:15].[CH:9]([P:1]([Cl:4])([Cl:2])=[O:7])=[CH2:10]. Reported procedure: Tris-(2-chloroethyl) phosphite is prepared from phosphorus trichloride and ethylene oxide, and bis(2-chloroethyl) 2-chloroethanephosphonate, inter alia, is formed therefrom by Arbusov rearrangement. After phosgenation and splitting off of hydrogen chloride by means of heat, vinylphosphonic acid dichloride results, which, after purification by distillation, is hydrolyzed with water to give pure vinylphosphonic acid. The reactants are ClC1=CC=C2C(=N1)NC=C2 (6-chloro-1H-pyrrolo[2,3-b]pyridine), Cl.CN(C)CC(=O)Cl (dimethylaminoacetyl chloride hydrochloride). Yields the product ClN1C=C(C=2C1=NC=CC2)C(CN(C)C)=O (1-(Chloro-1H-pyrrolo[2.3-b]pyridin-3-yl)-2-dimethylamino-ethanone). As a reaction SMILES: Cl[C:2]1[N:7]=[C:6]2[NH:8][CH:9]=[CH:10][C:5]2=[CH:4][CH:3]=1.[ClH:11].[CH3:12][N:13]([CH2:15][C:16](Cl)=[O:17])[CH3:14]>>[Cl:11][N:8]1[C:6]2=[N:7][CH:2]=[CH:3][CH:4]=[C:5]2[C:10]([C:16](=[O:17])[CH2:15][N:13]([CH3:14])[CH3:12])=[CH:9]1 |f:1.2|. Reported procedure: The title compound was prepared from 6-chloro-1H-pyrrolo[2,3-b]pyridine (Synthesis, 992, 7, 661-663) and dimethylaminoacetyl chloride hydrochloride (Arch. Pharm. 991, 324, 433-437) in a procedure similar to Example 1. NMR (D6DMSO) δ8 12.65 (s, 1H), 8.60 (s, 1H), 7.95 (d, 1H), 7.32 (d, 1H), 3.60 (s, 2H), 2.22 (s, 3H). 13C NMR (D6DMSO) 195.6, 147.5, 144.4, 134.8, 132.7, 118.0, 116.8, 114.0, 65.9, 45,4 (2). Mass spectrum: 237,239 (P+1, P+3). Reactants: CN(C([C@@H](NC(=O)OC(C)(C)C)CC1=CC=CC=C1)=O)OC (N-(tert-butyloxy-carbonyl)-L-phenylalanine N,O-dimethylhydroxylamide), [H-].[Al+3].[Li+].[H-].[H-].[H-] (lithium aluminum hydride). The solvent is CCOCC (ether). Conditions: time 30 minute. Yields the product C(C)(C)(C)OC(=O)N[C@@H](CC1=CC=CC=C1)C=O (N-(tert-butyloxycarbonyl)-L-phenylalaninal). Yield: 93.0%. RXN SMILES: CN(OC)[C:3](=[O:20])[C@H:4]([CH2:13][C:14]1[CH:19]=[CH:18][CH:17]=[CH:16][CH:15]=1)[NH:5][C:6]([O:8][C:9]([CH3:12])([CH3:11])[CH3:10])=[O:7].[H-].[Al+3].[Li+].[H-].[H-].[H-]>CCOCC>[C:9]([O:8][C:6]([NH:5][C@H:4]([CH:3]=[O:20])[CH2:13][C:14]1[CH:19]=[CH:18][CH:17]=[CH:16][CH:15]=1)=[O:7])([CH3:11])([CH3:12])[CH3:10] |f:1.2.3.4.5.6|. Reported procedure: A solution of N-(tert-butyloxy-carbonyl)-L-phenylalanine N,O-dimethylhydroxylamide (70.05g, 0.229 mol) in 1400 ml of anhydrous ether was cooled in an ice bath while under a nitrogen atmosphere. To this solution was added lithium aluminum hydride (10.88 g) 0.287 mol) as fast as possible while keeping the reaction under control. The ice bath was removed and the mixture was stirred for 30 minutes where upon it was quenched by addition of 1600 mL of aqueous solution containing 62.11 g of potassium b... Starting materials: ClC=1C=NC=2N(C1)N=C(C2)C(=O)N2C(C1=C(CC2)NC=C1)C ((6-Chloro-pyrazolo[1,5-a]pyrimidin-2-yl)-(4-methyl-1,4,6,7-tetrahydro-pyrrolo[3,2-c]pyridin-5-yl)-methanone), C(C)(=O)O (acetic acid). The product is ClC=1C=NC=2N(C1)N=C(C2)C(=O)N2C(C1=C(CC2)N(C=C1)C(C)=O)C (1-[5-(6-Chloro-pyrazolo[1,5-a]pyrimidine-2-carbonyl)-4-methyl-4,5,6,7-tetrahydropyrrolo[3,2-c]pyridin-1-yl]-ethanone). RXN SMILES: [Cl:1][C:2]1[CH:3]=[N:4][C:5]2[N:6]([N:8]=[C:9]([C:11]([N:13]3[CH2:18][CH2:17][C:16]4[NH:19][CH:20]=[CH:21][C:15]=4[CH:14]3[CH3:22])=[O:12])[CH:10]=2)[CH:7]=1.[C:23](O)(=[O:25])[CH3:24]>>[Cl:1][C:2]1[CH:3]=[N:4][C:5]2[N:6]([N:8]=[C:9]([C:11]([N:13]3[CH2:18][CH2:17][C:16]4[N:19]([C:23](=[O:25])[CH3:24])[CH:20]=[CH:21][C:15]=4[CH:14]3[CH3:22])=[O:12])[CH:10]=2)[CH:7]=1. Procedure: (6-Chloro-pyrazolo[1,5-a]pyrimidin-2-yl)-(4-methyl-1,4,6,7-tetrahydro-pyrrolo[3,2-c]pyridin-5-yl)-methanone is reacted with acetic acid to provide the title compound.